From a dataset of the Open Reaction Database (ORD), a public repository of structured organic reaction records. describe an organic reaction: reactants, conditions, products, and yield Starting materials: CN(C)\C=C(/C(=O)OC)\C(COCC)=O ((Z)-methyl 2-((dimethylamino)methylene)-4-ethoxy-3-oxobutanoate), CN(C)\C=C(/C(=O)OC)\C(CCCC)=O ((Z)-methyl 2-((dimethylamino)methylene)-3-oxoheptanoate), ClC1=NC(=NC=C1C)N1N=CC(=C1COCC)C(=O)NCC1=CN=CN1C (1-(4-chloro-5-methylpyrimidin-2-yl)-5-(ethoxymethyl)-N-((1-methyl-1H-imidazol-5-yl)methyl)-1H-pyrazole-4-carboxamide). Yields the product C(C)OCC1=C(C=NN1C1=NC=C(C(=N1)N1CCCCC1)C)C(=O)NCC1=CN=CN1C (5-(Ethoxymethyl)-N-((1-methyl-1H-imidazol-5-yl)methyl)-1-(5-methyl-4-(piperidin-1-yl)pyrimidin-2-yl)-1H-pyrazole-4-carboxamide). As a reaction SMILES: C[N:2](/[CH:4]=[C:5](/[C:10](=O)[CH2:11]OCC)\C(OC)=O)[CH3:3].CN(/C=C(/C(=O)CCCC)\C(OC)=O)C.Cl[C:32]1[C:37]([CH3:38])=[CH:36][N:35]=[C:34]([N:39]2[C:43]([CH2:44][O:45][CH2:46][CH3:47])=[C:42]([C:48]([NH:50][CH2:51][C:52]3[N:56]([CH3:57])[CH:55]=[N:54][CH:53]=3)=[O:49])[CH:41]=[N:40]2)[N:33]=1>>[CH2:46]([O:45][CH2:44][C:43]1[N:39]([C:34]2[N:33]=[C:32]([N:2]3[CH2:4][CH2:5][CH2:10][CH2:11][CH2:3]3)[C:37]([CH3:38])=[CH:36][N:35]=2)[N:40]=[CH:41][C:42]=1[C:48]([NH:50][CH2:51][C:52]1[N:56]([CH3:57])[CH:55]=[N:54][CH:53]=1)=[O:49])[CH3:47]. Procedure: The title compound 99 was prepared by following the synthetic sequence and conditions described in Example 14 and Example 16 with the following modifications. First in Step 2 of Example 14, intermediate D.2 (R2=methyl, R3=H) was treated with (Z)-methyl 2-((dimethylamino)methylene)-4-ethoxy-3-oxobutanoate, instead of (Z)-methyl 2-((dimethylamino)methylene)-3-oxoheptanoate, to give D.3 (R2=methyl, R4=ethoxymethyl). This intermediate D.3 was converted to the corresponding D.5, 1-(4-chloro-5-methylp... Starting materials: [Br-], O=C([O-])[O-], CCCC[N+](CCCC)(CCCC)CCCC, ClCCCl, COc1cc2[nH]cc(-c3cc4c(Cl)ccnc4n3S(=O)(=O)c3ccc(C)cc3)c2cc1OC, [K+], [K+], [K+], [OH-]. The product is COc1cc2c(-c3cc4c(Cl)ccnc4n3S(=O)(=O)c3ccc(C)cc3)cn(CCCl)c2cc1OC. As a reaction SMILES: [Br-:46].[C:3](=[O:4])([O-:5])[O-:6].[CH3:47][CH2:48][CH2:49][CH2:50][N+:51]([CH2:52][CH2:53][CH2:54][CH3:55])([CH2:56][CH2:57][CH2:58][CH3:59])[CH2:60][CH2:61][CH2:62][CH3:63].[Cl:42][CH2:43][CH2:44][Cl:45].[Cl:9][c:10]1[c:11]2[c:12]([n:13][cH:14][cH:15]1)[n:16]([S:32](=[O:33])(=[O:34])[c:35]1[cH:36][cH:37][c:38]([CH3:41])[cH:39][cH:40]1)[c:17](-[c:19]1[cH:20][nH:21][c:22]3[cH:23][c:24]([O:30][CH3:31])[c:25]([O:28][CH3:29])[cH:26][c:27]13)[cH:18]2.[K+:2].[K+:7].[K+:8].[OH-:1]>>[Cl:9][c:10]1[c:11]2[c:12]([n:13][cH:14][cH:15]1)[n:16]([S:32](=[O:33])(=[O:34])[c:35]1[cH:36][cH:37][c:38]([CH3:41])[cH:39][cH:40]1)[c:17](-[c:19]1[cH:20][n:21]([CH2:44][CH2:43][Cl:42])[c:22]3[cH:23][c:24]([O:30][CH3:31])[c:25]([O:28][CH3:29])[cH:26][c:27]13)[cH:18]2. Starting materials: C([O-])([O-])=O.[K+].[K+] (Potassium carbonate), IC(C)C (2-iodopropane), BrC1=CC(=C(C=C1)O)CC (4-bromo-2-ethyl-phenol). Solvent: CN(C)C=O (DMF). Run at temperature 60 celsius. Yields the product BrC1=CC(=C(C=C1)OC(C)C)CC (4-Bromo-2-ethyl-1-isopropoxy-benzene). Yield: 74.0%. As a reaction SMILES: C(=O)([O-])[O-].[K+].[K+].I[CH:8]([CH3:10])[CH3:9].[Br:11][C:12]1[CH:17]=[CH:16][C:15]([OH:18])=[C:14]([CH2:19][CH3:20])[CH:13]=1>CN(C=O)C>[Br:11][C:12]1[CH:17]=[CH:16][C:15]([O:18][CH:8]([CH3:10])[CH3:9])=[C:14]([CH2:19][CH3:20])[CH:13]=1 |f:0.1.2|. Procedure: Potassium carbonate (3.1 g, 22.4 mmol) followed by 2-iodopropane (0.75 mL, 7.5 mmol) were added to a solution of 4-bromo-2-ethyl-phenol (1.5 g, 7.5 mmol) in DMF (10 mL). The mixture was heated at 60° C. for 20 hours and then partitioned between 1N HCl and EtOAc. The organic layers were washed with saturated NaHCO3, brine, dried over Na2SO4 and concentrated. The crude yellow oil was purified by flash column chromatography (hexanes) to give the desired product (1.35 g, 75%). 1H NMR (400 MHz, CDCl3... Reactants: ClC=1C=C(C(N(N1)C)=O)NC1=CC=C(C=N1)C1CCN(CC1)C(=O)OC(C)(C)C (tert-butyl 4-(6-(6-chloro-2-methyl-3-oxo-2,3-dihydropyridazin-4-ylamino)pyridin-3-yl)piperidine-1-carboxylate), C(C)(=O)OCC1=C(C=CC=C1B1OC(C(O1)(C)C)(C)C)N1C(C2=C(C=C(C=C2C=N1)C(C)(C)C)F)=O (2-(6-tert-butyl-8-fluoro-1-oxophthalazin-2(1H)-yl)-6-(4,4,5,5-tetramethyl-1,3,2-dioxaborolan-2-yl)benzyl acetate), CC(C)C1=CC(=C(C(=C1)C(C)C)C2=C(C=CC=C2)P(C3CCCCC3)C4CCCCC4)C(C)C (xPhos), P(=O)([O-])([O-])[O-].[K+].[K+].[K+] (potassium phosphate). Reagents/catalysts: C=1C=CC(=CC1)/C=C/C(=O)/C=C/C2=CC=CC=C2.C=1C=CC(=CC1)/C=C/C(=O)/C=C/C2=CC=CC=C2.[Pd] (bis(dibenzylideneacetone)palladium). Run in O1CCOCC1.O (dioxane water). Yields the product C(C)(C)(C)C=1C=C2C=NN(C(C2=C(C1)F)=O)C=1C(=C(C=CC1)C=1C=C(C(N(N1)C)=O)NC1=CC=C(C=N1)C1CCN(CC1)C(=O)OC(C)(C)C)CO (tert-butyl 4-(6-(6-(3-(6-tert-butyl-8-fluoro-1-oxophthalazin-2(1H)-yl)-2-(hydroxymethyl)phenyl)-2-methyl-3-oxo-2,3-dihydropyridazin-4-ylamino)pyridin-3-yl)piperidine-1-carboxylate). As a reaction SMILES: Cl[C:2]1[CH:3]=[C:4]([NH:10][C:11]2[N:16]=[CH:15][C:14]([CH:17]3[CH2:22][CH2:21][N:20]([C:23]([O:25][C:26]([CH3:29])([CH3:28])[CH3:27])=[O:24])[CH2:19][CH2:18]3)=[CH:13][CH:12]=2)[C:5](=[O:9])[N:6]([CH3:8])[N:7]=1.C([O:33][CH2:34][C:35]1[C:40](B2OC(C)(C)C(C)(C)O2)=[CH:39][CH:38]=[CH:37][C:36]=1[N:50]1[N:59]=[CH:58][C:57]2[C:52](=[C:53]([F:64])[CH:54]=[C:55]([C:60]([CH3:63])([CH3:62])[CH3:61])[CH:56]=2)[C:51]1=[O:65])(=O)C.CC(C1C=C(C(C)C)C(C2C=CC=CC=2P(C2CCCCC2)C2CCCCC2)=C(C(C)C)C=1)C.P([O-])([O-])([O-])=O.[K+].[K+].[K+]>O1CCOCC1.O.C1C=CC(/C=C/C(/C=C/C2C=CC=CC=2)=O)=CC=1.C1C=CC(/C=C/C(/C=C/C2C=CC=CC=2)=O)=CC=1.[Pd]>[C:60]([C:55]1[CH:56]=[C:57]2[C:52](=[C:53]([F:64])[CH:54]=1)[C:51](=[O:65])[N:50]([C:36]1[C:35]([CH2:34][OH:33])=[C:40]([C:2]3[CH:3]=[C:4]([NH:10][C:11]4[N:16]=[CH:15][C:14]([CH:17]5[CH2:22][CH2:21][N:20]([C:23]([O:25][C:26]([CH3:29])([CH3:28])[CH3:27])=[O:24])[CH2:19][CH2:18]5)=[CH:13][CH:12]=4)[C:5](=[O:9])[N:6]([CH3:8])[N:7]=3)[CH:39]=[CH:38][CH:37]=1)[N:59]=[CH:58]2)([CH3:63])([CH3:61])[CH3:62] |f:3.4.5.6,7.8,9.10.11|. Procedure details: This reaction was carried out under similar conditions to those described above in step 7 of the preparation of Example 6. A solution of tert-butyl 4-(6-(6-chloro-2-methyl-3-oxo-2,3-dihydropyridazin-4-ylamino)pyridin-3-yl)piperidine-1-carboxylate (150 mg, 357 mmol), 2-(6-tert-butyl-8-fluoro-1-oxophthalazin-2(1H)-yl)-6-(4,4,5,5-tetramethyl-1,3,2-dioxaborolan-2-yl)benzyl acetate (177 mg, 357 μmol), xPhos (17 mg, 35.7 mmol) and potassium phosphate (190 mg, 893 mmol) in 10 ml of dioxane/water (9:1) ... Reactants: O=[N+]([O-])c1ccccc1F, O=C(O)C1CC(O)CN1. Product: O=C(O)C1CC(O)CN1c1ccccc1[N+](=O)[O-]. As a reaction SMILES: [F:10][c:11]1[c:12]([N+:17](=[O:18])[O-:19])[cH:13][cH:14][cH:15][cH:16]1.[OH:1][CH:2]1[CH2:3][NH:4][CH:5]([C:7]([OH:8])=[O:9])[CH2:6]1>>[OH:1][CH:2]1[CH2:3][N:4]([c:11]2[c:12]([N+:17](=[O:18])[O-:19])[cH:13][cH:14][cH:15][cH:16]2)[CH:5]([C:7]([OH:8])=[O:9])[CH2:6]1. Starting materials: O (Water), OCCCOCC1=C(C(=O)OC(C)(C)C)C(=CC=C1)C (tert-butyl 2-(3-hydroxypropoxymethyl)-6-methylbenzoate), CC1=C(N=C(O1)C=1C=C(C=CC1)C)CI (5-methyl-2-m-tolyloxazol-4-ylmethyl iodide), [H-].[Na+] (sodium hydride). The solvent is CC(C)(C)OC (MTBE). Conditions: time 8 hour. Yields the product CC1=C(C(=O)O)C(=CC=C1)COCCCOCC=1N=C(OC1C)C=1C=C(C=CC1)C (2-Methyl-6-[3-(5-methyl-2-m-tolyloxazol-4-ylmethoxy)propoxymethyl]benzoic acid). As a reaction SMILES: [OH:1][CH2:2][CH2:3][CH2:4][O:5][CH2:6][C:7]1[CH:19]=[CH:18][CH:17]=[C:16]([CH3:20])[C:8]=1[C:9]([O:11]C(C)(C)C)=[O:10].[H-].[Na+].[CH3:23][C:24]1[O:28][C:27]([C:29]2[CH:30]=[C:31]([CH3:35])[CH:32]=[CH:33][CH:34]=2)=[N:26][C:25]=1[CH2:36]I.O>CC(OC)(C)C>[CH3:20][C:16]1[CH:17]=[CH:18][CH:19]=[C:7]([CH2:6][O:5][CH2:4][CH2:3][CH2:2][O:1][CH2:36][C:25]2[N:26]=[C:27]([C:29]3[CH:30]=[C:31]([CH3:35])[CH:32]=[CH:33][CH:34]=3)[O:28][C:24]=2[CH3:23])[C:8]=1[C:9]([OH:11])=[O:10] |f:1.2|. Reported procedure: 200 mg of tert-butyl 2-(3-hydroxypropoxymethyl)-6-methylbenzoate are dissolved in 1.0 ml of MTBE, and 57 mg of sodium hydride (60% in mineral oil) are added. After gas evolution ceases, 446 mg of 5-methyl-2-m-tolyloxazol-4-ylmethyl iodide are added, and the suspension is stirred at RT overnight. Water is then added, and the solution is poured into a kieselguhr cartridge (VARIAN CHEM ELUT 1010). The product is eluted with MTBE and concentrated. The residue is dissolved without purification in DCM... The reagents and catalysts are [Pd] (Pd on carbon). Run in C(C)(=O)OCC (ethyl acetate), C(C)O (ethanol). RXN SMILES: [C:1]([O:4][C:5]1[CH:10]=[CH:9][CH:8]=[C:7]([C:11]#[C:12][CH2:13][CH2:14][OH:15])[CH:6]=1)(=[O:3])[CH3:2]>C(OCC)(=O)C.C(O)C.[Pd]>[C:1]([O:4][C:5]1[CH:10]=[CH:9][CH:8]=[C:7]([CH2:11][CH2:12][CH2:13][CH2:14][OH:15])[CH:6]=1)(=[O:3])[CH3:2]. Procedure details: A solution of 3-(4-hydroxybut-1-ynyl)phenyl acetate (4.47 g) was hydrogenated over 5% Pd on carbon in ethyl acetate (100 mL) and ethanol (100 mL) over 20 h. The reaction mixture was filtered through celite under nitrogen, and the filtrate was concentrated in vacua. The residue was purified by chromatography (SPE, gradient from cyclohexane to EtOAc) to give the title compound. LCMS RT=2.64 min Yields the product C(C)(=O)OC1=CC(=CC=C1)CCCCO (3-(4-Hydroxybutyl)phenyl acetate). Reactants: C(C)(=O)OC1=CC(=CC=C1)C#CCCO (3-(4-hydroxybut-1-ynyl)phenyl acetate). Starting materials: Cl (hydrogen chloride), C(C)(C)(C)OC(=O)N[C@@H](C[C@@H](C(=O)OC(C)(C)C)CC1=CC(=C(C=C1)OCCF)OC(C)(C)C)C(=O)OC(C)(C)C (di-tert-butyl (4S)—N-(tert-butoxycarbonyl)-4-[3-tert-butoxy-4-(2-fluoroethoxy)benzyl]-L-glutamate). The solvent is O1CCOCC1 (dioxane). Reaction conditions: time 4 hour. Yields the product FCCOC1=C(C=C(C[C@@H](C[C@H](N)C(=O)O)C(=O)O)C=C1)O ((4S)-4-[4-(2-fluoroethoxy)-3-hydroxybenzyl]-L-glutamic acid). Reaction SMILES: Cl.C(OC([NH:9][C@H:10]([C:36]([O:38]C(C)(C)C)=[O:37])[CH2:11][C@H:12]([CH2:20][C:21]1[CH:26]=[CH:25][C:24]([O:27][CH2:28][CH2:29][F:30])=[C:23]([O:31]C(C)(C)C)[CH:22]=1)[C:13]([O:15]C(C)(C)C)=[O:14])=O)(C)(C)C>O1CCOCC1>[F:30][CH2:29][CH2:28][O:27][C:24]1[CH:25]=[CH:26][C:21]([CH2:20][C@H:12]([C:13]([OH:15])=[O:14])[CH2:11][C@@H:10]([C:36]([OH:38])=[O:37])[NH2:9])=[CH:22][C:23]=1[OH:31]. Procedure: A solution of hydrogen chloride in dioxane (0.25 ml, 4M) is added to 24 mg (0.041 mmol) di-tert-butyl (4S)—N-(tert-butoxycarbonyl)-4-[3-tert-butoxy-4-(2-fluoroethoxy)benzyl]-L-glutamate. The reaction mixture is stirred for 4 hours and stored at −25° C. over night. The reaction mixture is concentrated in vacuo. Co. 3 ml dichloro methane is added and the solution is concentrate in vacuo. The last step is repeated. The crude product is purified by HPLC (column, XBrigde, C18, 5 μm 100×30 mm, H2O+0.1... The reactants are C[Mg]Cl (methylmagnesium chloride), COC1=CC=NC=C1 (4-methoxypyridine), C(C1=CC=CC=C1)OC(=O)Cl (benzylchloroformate). Solvent: O1CCCC1 (tetrahydrofuran), O1CCCC1 (tetrahydrofuran). Conditions: time 4 hour. Product: CC1N(C=CC(C1)=O)C(=O)OCC1=CC=CC=C1 (2(R,S)-methyl-1-(benzyloxycarbonyl)-2,3-dihydro-4-pyridone). As a reaction SMILES: C[O:2][C:3]1[CH:8]=[CH:7][N:6]=[CH:5][CH:4]=1.[CH3:9][Mg]Cl.[CH2:12]([O:19][C:20](Cl)=[O:21])[C:13]1[CH:18]=[CH:17][CH:16]=[CH:15][CH:14]=1>O1CCCC1>[CH3:9][CH:7]1[CH2:8][C:3](=[O:2])[CH:4]=[CH:5][N:6]1[C:20]([O:19][CH2:12][C:13]1[CH:18]=[CH:17][CH:16]=[CH:15][CH:14]=1)=[O:21]. Procedure: The methodology of D. L. Comins and J. D. Brown, Tetrahedron Letters, 1986, pp 4549-4552 was used: To a stirred solution of 2.5 g of 4-methoxypyridine in 75 mL of anhydrous tetrahydrofuran cooled to -23° C. under a nitrogen atmosphere was added 8 mL of 3M methylmagnesium chloride in tetrahydrofuran followed by 4 g of benzylchloroformate, keeping the internal temperature below -20° C. After stirring for 4 h at -25°±5° C., the reaction was quenched with 100 mL of 1N HCl and extracted with 5×100 mL...